Dataset: the Open Reaction Database (ORD), a public repository of structured organic reaction records. Task: describe an organic reaction: reactants, conditions, products, and yield The reactants are BrB(Br)Br, ClCCl, COc1cccc(CSc2nc(N)cc(Cl)n2)c1. Product: Nc1cc(Cl)nc(SCc2cccc(O)c2)n1. RXN SMILES: [B:19]([Br:20])([Br:21])[Br:22].[CH2:23]([Cl:24])[Cl:25].[NH2:1][c:2]1[n:3][c:4]([S:9][CH2:10][c:11]2[cH:12][c:13]([O:17][CH3:18])[cH:14][cH:15][cH:16]2)[n:5][c:6]([Cl:8])[cH:7]1>>[NH2:1][c:2]1[n:3][c:4]([S:9][CH2:10][c:11]2[cH:12][c:13]([OH:17])[cH:14][cH:15][cH:16]2)[n:5][c:6]([Cl:8])[cH:7]1.